This data is from the Open Reaction Database (ORD), a public repository of structured organic reaction records. The task is: describe an organic reaction: reactants, conditions, products, and yield Starting materials: C1(=CC=CC=C1)C(N1C(C(C2=CC=CC=C12)=O)=O)C1=CC=CC=C1 (1-(diphenylmethyl)indoline-2,3-dione), C(C)(C)[Mg]Cl (isopropylmagnesium chloride), O1CCCC2=CC=C(C=C12)O (chroman-7-ol). The solvent is ClCCl (dichloromethane), O1CCCC1 (tetrahydrofuran), [Cl-].[NH4+] (ammonium chloride). Reaction conditions: temperature 0 celsius, time 30 minute. Yields the product C1(=CC=CC=C1)C(N1C(C(C2=CC=CC=C12)(C=1C=C2CCCOC2=CC1O)O)=O)C1=CC=CC=C1 (1-(diphenylmethyl)-3-hydroxy-3-(7-hydroxy-3,4-dihydro-2H-chromen-6-yl)-1,3-dihydro-2H-indol-2-one). The yield is 80.8%. As a reaction SMILES: [O:1]1[C:10]2[C:5](=[CH:6][CH:7]=[C:8]([OH:11])[CH:9]=2)[CH2:4][CH2:3][CH2:2]1.C([Mg]Cl)(C)C.[C:17]1([CH:23]([C:35]2[CH:40]=[CH:39][CH:38]=[CH:37][CH:36]=2)[N:24]2[C:32]3[C:27](=[CH:28][CH:29]=[CH:30][CH:31]=3)[C:26](=[O:33])[C:25]2=[O:34])[CH:22]=[CH:21][CH:20]=[CH:19][CH:18]=1>O1CCCC1.ClCCl.[Cl-].[NH4+]>[C:35]1([CH:23]([C:17]2[CH:22]=[CH:21][CH:20]=[CH:19][CH:18]=2)[N:24]2[C:32]3[C:27](=[CH:28][CH:29]=[CH:30][CH:31]=3)[C:26]([OH:33])([C:7]3[CH:6]=[C:5]4[C:10](=[CH:9][C:8]=3[OH:11])[O:1][CH2:2][CH2:3][CH2:4]4)[C:25]2=[O:34])[CH:36]=[CH:37][CH:38]=[CH:39][CH:40]=1 |f:5.6|. Procedure: To a cooled (0° C.) solution of chroman-7-ol (Cube, R. V., et al., Bioorg. Med. Chem. Lett. (2005), 15(9):2389-93) (0.55 g, 3.66 mmol) in tetrahydrofuran (11 mL) under nitrogen was added isopropylmagnesium chloride (2.4 mL, 2 M in tetrahydrofuran, 4.8 mmol). The resulting solution was stirred at 0° C. for 30 min. A suspension of 1-(diphenylmethyl)indoline-2,3-dione (1.16 g, 3.70 mmol) in dichloromethane (4 mL) was added. The reaction was stirred at 0° C. for 10 min, then warmed to ambient temper... Reactants: C(#N)C=1C(=NC=CC1)SCCC(=O)OC (methyl 3-(3-cyanopyridin-2-ylthio)propanoate), [H-].[Na+] (sodium hydride). Run in O1CCCC1 (tetrahydrofuran). The product is S=C1NC=CC=C1C#N (2-thioxo-1,2-dihydropyridine-3-carbonitrile). Yield: 69.1%. As a reaction SMILES: [C:1]([C:3]1[C:4]([S:9]CCC(OC)=O)=[N:5][CH:6]=[CH:7][CH:8]=1)#[N:2].[H-].[Na+]>O1CCCC1>[S:9]=[C:4]1[C:3]([C:1]#[N:2])=[CH:8][CH:7]=[CH:6][NH:5]1 |f:1.2|. Procedure: A mixture of methyl 3-(3-cyanopyridin-2-ylthio)propanoate (1.5 g, 6.8 mmol), sodium hydride (0.36 g, 15 mmol) and tetrahydrofuran (30 ml) was heated at reflux for 5 h. The reaction was quenched by the addition of ethanol (5 ml). The solvents removed under reduced pressure and the residue was treated with water (50 ml). The ph was adjusted to 6 and the mixture was filtered to yield 2-thioxo-1,2-dihydropyridine-3-carbonitrile (0.64 g). An analytically pure sample was prepared by recrystallisation ... As a reaction SMILES: [Br:13][c:14]1[cH:15][cH:16][c:17]([F:23])[c:18]([N+:20](=[O:21])[O-:22])[cH:19]1.[CH2:1]([CH3:2])[O:3][c:4]1[cH:5][c:6]([B:10]([OH:11])[OH:12])[cH:7][cH:8][cH:9]1.[CH3:30][c:31]1[cH:32][cH:33][cH:34][cH:35][cH:36]1.[CH3:37][CH2:38][OH:39].[Na+:24].[Na+:25].[O-:26][C:27](=[O:28])[O-:29].[cH:40]1[cH:41][cH:42][c:43]([P:44]([Pd:45]([P:46]([c:47]2[cH:48][cH:49][cH:50][cH:51][cH:52]2)([c:53]2[cH:54][cH:55][cH:56][cH:57][cH:58]2)[c:59]2[cH:60][cH:61][cH:62][cH:63][cH:64]2)([P:65]([c:66]2[cH:67][cH:68][cH:69][cH:70][cH:71]2)([c:72]2[cH:73][cH:74][cH:75][cH:76][cH:77]2)[c:78]2[cH:79][cH:80][cH:81][cH:82][cH:83]2)[P:84]([c:85]2[cH:86][cH:87][cH:88][cH:89][cH:90]2)([c:91]2[cH:92][cH:93][cH:94][cH:95][cH:96]2)[c:97]2[cH:98][cH:99][cH:100][cH:101][cH:102]2)([c:103]2[cH:104][cH:105][cH:106][cH:107][cH:108]2)[c:109]2[cH:110][cH:111][cH:112][cH:113][cH:114]2)[cH:115][cH:116]1>>[CH2:1]([CH3:2])[O:3][c:4]1[cH:5][c:6](-[c:14]2[cH:15][cH:16][c:17]([F:23])[c:18]([N+:20](=[O:21])[O-:22])[cH:19]2)[cH:7][cH:8][cH:9]1. Starting materials: O=[N+]([O-])c1cc(Br)ccc1F, CCOc1cccc(B(O)O)c1, Cc1ccccc1, CCO, [Na+], [Na+], O=C([O-])[O-], c1ccc(P(c2ccccc2)(c2ccccc2)[Pd](P(c2ccccc2)(c2ccccc2)c2ccccc2)(P(c2ccccc2)(c2ccccc2)c2ccccc2)P(c2ccccc2)(c2ccccc2)c2ccccc2)cc1. Product: CCOc1cccc(-c2ccc(F)c([N+](=O)[O-])c2)c1. The reactants are C1CCOC1, O=C(O)C1CC1, [Cl-], CCCC1=NNC(=O)C1=C1C=C(Sc2ccc(N)cc2)c2ccccc2N1. The product is CCCC1=NNC(=O)C1=C1C=C(Sc2ccc(NC(=O)C3CC3)cc2)c2ccccc2N1. Reaction SMILES: [CH2:35]1[O:36][CH2:37][CH2:38][CH2:39]1.[CH:29]1([C:32](=[O:33])[OH:34])[CH2:30][CH2:31]1.[Cl-:28].[NH2:1][c:2]1[cH:3][cH:4][c:5]([S:8][C:9]2=[CH:10][C:11](=[C:19]3[C:20]([CH2:25][CH2:26][CH3:27])=[N:21][NH:22][C:23]3=[O:24])[NH:12][c:13]3[cH:14][cH:15][cH:16][cH:17][c:18]32)[cH:6][cH:7]1>>[NH:1]([c:2]1[cH:3][cH:4][c:5]([S:8][C:9]2=[CH:10][C:11](=[C:19]3[C:20]([CH2:25][CH2:26][CH3:27])=[N:21][NH:22][C:23]3=[O:24])[NH:12][c:13]3[cH:14][cH:15][cH:16][cH:17][c:18]32)[cH:6][cH:7]1)[C:32]([CH:29]1[CH2:30][CH2:31]1)=[O:33].